The task is: describe an organic reaction: reactants, conditions, products, and yield. This data is from the Open Reaction Database (ORD), a public repository of structured organic reaction records. The reactants are CCO, CCC(=O)C(C)C, O=Cc1ccc(Cl)cc1, Cl, O. The product is CC(=Cc1ccc(Cl)cc1)C(=O)C(C)C. Reaction SMILES: [CH3:18][CH2:19][OH:20].[CH3:2][CH:3]([CH3:4])[C:5]([CH2:6][CH3:7])=[O:8].[Cl:9][c:10]1[cH:11][cH:12][c:13]([CH:14]=[O:15])[cH:16][cH:17]1.[ClH:1].[OH2:21]>>[CH3:2][CH:3]([CH3:4])[C:5]([C:6]([CH3:7])=[CH:14][c:13]1[cH:12][cH:11][c:10]([Cl:9])[cH:17][cH:16]1)=[O:8].